This data is from the Open Reaction Database (ORD), a public repository of structured organic reaction records. The task is: describe an organic reaction: reactants, conditions, products, and yield Starting materials: ClC1=NC2=CC=C(C=C2C(=N1)C1=CC=CC=C1)Cl (2,6-dichloro-4-phenylquinazoline), C(C1=CC=CO1)N (furfurylamine). The solvent is O (water). Yields the product ClC=1C=C2C(=NC(=NC2=CC1)NCC1=CC=CO1)C1=CC=CC=C1 (6-chloro-2-furfurylamino-4-phenylquinazoline). Yield: 83.4%. Reaction SMILES: Cl[C:2]1[N:11]=[C:10]([C:12]2[CH:17]=[CH:16][CH:15]=[CH:14][CH:13]=2)[C:9]2[C:4](=[CH:5][CH:6]=[C:7]([Cl:18])[CH:8]=2)[N:3]=1.[CH2:19]([NH2:25])[C:20]1[O:24][CH:23]=[CH:22][CH:21]=1>O>[Cl:18][C:7]1[CH:8]=[C:9]2[C:4](=[CH:5][CH:6]=1)[N:3]=[C:2]([NH:25][CH2:19][C:20]1[O:24][CH:23]=[CH:22][CH:21]=1)[N:11]=[C:10]2[C:12]1[CH:17]=[CH:16][CH:15]=[CH:14][CH:13]=1. Reported procedure: A mixture of 275 mg of 2,6-dichloro-4-phenylquinazoline (compound No. Ia1-3) and 486 mg of furfurylamine was stirred at 85° C. for 40 minutes and then poured into 50 ml of water. The mixture was extracted with ethyl acetate and the resultant extract was washed with water and then concentrated. The resulting residue was recrystallized from ethanol to obtain 280 mg of the titled compound. Mp.142.0° C. 1H NMR (CDCl3): 4.77 (2H, d, J=5.6 Hz), 5.70 (1H, br. t, J=5.6 Hz), 6.29-6.32 (2H, m), 7.36 (1H, ... Reactants: C1=C2C3=C(C=CC=C3C=C1)C1=NC=3C=CC(=CC3C=C12)CO (Acenaphtho[1,2-b] quinoline-10-methanol), [Mn](=O)(=O)([O-])[O-].[Ba+2] (barium manganate), C(Cl)Cl (CH2Cl2). The solvent is CCOC(=O)C (EtOAc), C1CCOC1 (THF), CCOC(=O)C (EtOAc). Product: C1=C2C3=C(C=CC=C3C=C1)C1=NC=3C=CC(=CC3C=C12)C=O (acenaphtho[1,2-b]quinoline-10-carbaldehyde). Yield: 71.7%. RXN SMILES: [CH:1]1[CH:10]=[CH:9][C:8]2[C:3]3=[C:4]([C:11]4[C:20]([C:2]=13)=[CH:19][C:18]1[CH:17]=[C:16]([CH2:21][OH:22])[CH:15]=[CH:14][C:13]=1[N:12]=4)[CH:5]=[CH:6][CH:7]=2.[Mn]([O-])([O-])(=O)=O.[Ba+2].C(Cl)Cl>CCOC(C)=O.C1COCC1>[CH:1]1[CH:10]=[CH:9][C:8]2[C:3]3=[C:4]([C:11]4[C:20]([C:2]=13)=[CH:19][C:18]1[CH:17]=[C:16]([CH:21]=[O:22])[CH:15]=[CH:14][C:13]=1[N:12]=4)[CH:5]=[CH:6][CH:7]=2 |f:1.2|. Procedure: To a RB flask equipped with magnetic stirring bar, reflux condenser, N2 inlet line with bubbler was aded acenaphtho[1,2-b]quinoline-10-methanol (14A, 2.25 g, 8 mmol), barium manganate (Aldrich, 4.0 g, 16 mmol) and dry CH2Cl2 (1 L). The mixture was refluxed for 24 h, filtered and the resulting dark yellow solution filtered and the solvent removed by rotary evaporation to give a dark green solid. This material was dissolved in a mixture of EtOAc (700 mL) and THF (200 mL) and passed through a small... Reactants: CC[SiH](CC)CC, ClCCl, CC1CCCN(CCOc2ccc(C(O)c3c(-c4ccc(O)cc4)sc4cc(O)ccc34)cc2)C1, O=C(O)C(F)(F)F. Yields the product CC1CCCN(CCOc2ccc(Cc3c(-c4ccc(O)cc4)sc4cc(O)ccc34)cc2)C1. RXN SMILES: [CH2:36]([SiH:37]([CH2:38][CH3:39])[CH2:40][CH3:41])[CH3:42].[Cl:50][CH2:51][Cl:52].[OH:1][c:2]1[cH:3][cH:4][c:5]2[c:6]([s:7][c:8](-[c:28]3[cH:29][cH:30][c:31]([OH:34])[cH:32][cH:33]3)[c:9]2[CH:10]([OH:11])[c:12]2[cH:13][cH:14][c:15]([O:18][CH2:19][CH2:20][N:21]3[CH2:22][CH:23]([CH3:27])[CH2:24][CH2:25][CH2:26]3)[cH:16][cH:17]2)[cH:35]1.[OH:43][C:44]([C:45]([F:46])([F:47])[F:48])=[O:49]>>[OH:1][c:2]1[cH:3][cH:4][c:5]2[c:6]([s:7][c:8](-[c:28]3[cH:29][cH:30][c:31]([OH:34])[cH:32][cH:33]3)[c:9]2[CH2:10][c:12]2[cH:13][cH:14][c:15]([O:18][CH2:19][CH2:20][N:21]3[CH2:22][CH:23]([CH3:27])[CH2:24][CH2:25][CH2:26]3)[cH:16][cH:17]2)[cH:35]1. The product is C[C@](C(=O)NOC1OCCCC1)(CCN1N=C(C(=C1)C1=CC=CC=C1)C)S(=O)(=O)C ((2R)-2-methyl-4-(3-methyl-4-phenyl-1H-pyrazol-1-yl)-2-(methylsulfonyl)-N-(tetrahydro-2H-pyran-2-yloxy)butanamide). The yield is 66.5%. Run at time 30 minute. Procedure details: To a solution of (2R)-2-methyl-4-(3-methyl-4-phenyl-1H-pyrazol-1-yl)-2-(methylsulfonyl)butanoic acid (129 mg, 0.38 mmol, 1 eq) in anhydrous DCM (7 mL) was added DIPEA (140 uL, 0.804 mmol, 2.1 eq), followed by HOBt (120 mg, 0.784 mmol, 2.05 eq) and the solution was stirred at RT for 30 minutes. The mixture was then treated with O-tetrahydro-2H-pyran-2-yl-hydroxylamine (70 mg, 0.60 mmol, 1.6 eq) followed by EDCI (110 mg, 0.574 mmol, 1.5 eq) and the reaction was allowed to stir at RT. The reaction ... The solvent is C(Cl)Cl (DCM). Starting materials: O1C(CCCC1)ON (O-tetrahydro-2H-pyran-2-yl-hydroxylamine), CCN=C=NCCCN(C)C (EDCI), C[C@](C(=O)O)(CCN1N=C(C(=C1)C1=CC=CC=C1)C)S(=O)(=O)C ((2R)-2-methyl-4-(3-methyl-4-phenyl-1H-pyrazol-1-yl)-2-(methylsulfonyl)butanoic acid), CCN(C(C)C)C(C)C (DIPEA), C=1C=CC2=C(C1)N=NN2O (HOBt). As a reaction SMILES: [CH3:1][C@@:2]([S:20]([CH3:23])(=[O:22])=[O:21])([CH2:6][CH2:7][N:8]1[CH:12]=[C:11]([C:13]2[CH:18]=[CH:17][CH:16]=[CH:15][CH:14]=2)[C:10]([CH3:19])=[N:9]1)[C:3]([OH:5])=O.CCN(C(C)C)C(C)C.C1C=CC2N(O)N=NC=2C=1.[O:43]1[CH2:48][CH2:47][CH2:46][CH2:45][CH:44]1[O:49][NH2:50].CCN=C=NCCCN(C)C>C(Cl)Cl>[CH3:1][C@@:2]([S:20]([CH3:23])(=[O:22])=[O:21])([CH2:6][CH2:7][N:8]1[CH:12]=[C:11]([C:13]2[CH:18]=[CH:17][CH:16]=[CH:15][CH:14]=2)[C:10]([CH3:19])=[N:9]1)[C:3]([NH:50][O:49][CH:44]1[CH2:45][CH2:46][CH2:47][CH2:48][O:43]1)=[O:5]. Starting materials: CCO, CN1CCNCC1, Cc1cncc(Cl)n1. Product: Cc1cncc(N2CCN(C)CC2)n1. As a reaction SMILES: [CH3:16][CH2:17][OH:18].[CH3:9][N:10]1[CH2:11][CH2:12][NH:13][CH2:14][CH2:15]1.[Cl:1][c:2]1[n:3][c:4]([CH3:8])[cH:5][n:6][cH:7]1>>[c:2]1([N:13]2[CH2:12][CH2:11][N:10]([CH3:9])[CH2:15][CH2:14]2)[n:3][c:4]([CH3:8])[cH:5][n:6][cH:7]1. Starting materials: FC(C(=CCC=C)OCC)(F)F (1-trifluoromethyl-1-ethoxy-1,4-pentadiene). As a reaction SMILES: [F:1][C:2]([F:12])([F:11])[C:3]([O:8]CC)=[CH:4][CH2:5][CH:6]=[CH2:7]>S(=O)(=O)(O)O>[F:1][C:2]([F:12])([F:11])[C:3](=[O:8])[CH2:4][CH2:5][CH:6]=[CH2:7]. Run in S(O)(O)(=O)=O (sulfuric acid). Reported procedure: A mixture of 20 ml of 1-bromo-3-butyne and 25 mmole of tirphenylphosphine in 50 ml of benzene is heated at reflux for 3 days. The solid which separates upon cooling is filtered, washed with benzene and dried under reduced pressure is afford triphenyl-3-butenylphosphonium bromide. To a solution of 100 ml of liquid ammonia is added 0.26 g of finely divided sodium and a catalytic amount of ferric nitrate. When the blue solution turns gray finely powdered triphenyl-3-butenylphosphonium bromide (2.10... Conditions: time 20 minute. Product: FC(C(CCC=C)=O)(F)F (1-trifluoromethylpent-4-ene-1-one). The reactants are C(C)(=O)C1=[N+](C=CC=C1)[O-] (2-acetylpyridine-N-oxide), CN(C(=O)Cl)C (dimethylcarbamyl chloride), C(#N)[Si](C)(C)C (cyanotrimethylsilane), C(#N)[Si](C)(C)C (cyanotrimethylsilane), CN(C(=O)Cl)C (dimethylcarbamyl chloride), C(=O)([O-])[O-].[K+].[K+] (K2CO3). Run in C(Cl)Cl (methylene chloride). Reaction conditions: time 24 hour. Product: C(C)(=O)C1=NC(=CC=C1)C#N (2-Acetyl-6-Cyanopyridine). As a reaction SMILES: [C:1]([C:4]1[CH:9]=[CH:8][CH:7]=[CH:6][N+:5]=1[O-])(=[O:3])[CH3:2].[CH3:11][N:12](C)C(Cl)=O.C([Si](C)(C)C)#N.C([O-])([O-])=O.[K+].[K+]>C(Cl)Cl>[C:1]([C:4]1[CH:9]=[CH:8][CH:7]=[C:6]([C:11]#[N:12])[N:5]=1)(=[O:3])[CH3:2] |f:3.4.5|. Procedure details: To a solution of 2-acetylpyridine-N-oxide (0.098 mol) in 200 ml of methylene chloride was added dimethylcarbamyl chloride (0.1 mol) and the reaction mixture was allowed to react at room temperature under nitrogen for 24 h. Additional dimethylcarbamyl chloride (0.1 mol) was added followed by cyanotrimethylsilane (0.22 mol), and the resulting mixture was allowed to react at 20° C. for 2 days. An additional 4 ml (0.03 mol) of cyanotrimethylsilane was then added, and the mixture was stirred at room ... RXN SMILES: [C:1]([O:2][C:3](=[O:4])[N:8]1[CH2:9][CH2:10][N:11]([c:14]2[c:15]3[cH:16][cH:17][n:18](-[c:23]4[n:24][c:25]([NH:29][CH:30]5[CH2:31][CH2:32][CH:33]([N:36]([S:37](=[O:38])(=[O:39])[CH3:40])[CH2:41][CH2:42][O:43][Si:44]([CH3:45])([CH3:46])[C:47]([CH3:48])([CH3:49])[CH3:50])[CH2:34][CH2:35]5)[n:26][cH:27][cH:28]4)[c:19]3[cH:20][cH:21][cH:22]2)[CH2:12][CH2:13]1)([CH3:5])([CH3:6])[CH3:7].[F:51][C:52]([F:53])([F:54])[CH:55]([OH:56])[C:57]([F:58])([F:59])[F:60]>>[NH:8]1[CH2:9][CH2:10][N:11]([c:14]2[c:15]3[cH:16][cH:17][n:18](-[c:23]4[n:24][c:25]([NH:29][CH:30]5[CH2:31][CH2:32][CH:33]([N:36]([S:37](=[O:38])(=[O:39])[CH3:40])[CH2:41][CH2:42][O:43][Si:44]([CH3:45])([CH3:46])[C:47]([CH3:48])([CH3:49])[CH3:50])[CH2:34][CH2:35]5)[n:26][cH:27][cH:28]4)[c:19]3[cH:20][cH:21][cH:22]2)[CH2:12][CH2:13]1. Reactants: CC(C)(C)OC(=O)N1CCN(c2cccc3c2ccn3-c2ccnc(NC3CCC(N(CCO[Si](C)(C)C(C)(C)C)S(C)(=O)=O)CC3)n2)CC1, OC(C(F)(F)F)C(F)(F)F. Yields the product CC(C)(C)[Si](C)(C)OCCN(C1CCC(Nc2nccc(-n3ccc4c(N5CCNCC5)cccc43)n2)CC1)S(C)(=O)=O. The reactants are CCC(=O)OC(=O)CC, Cl, NCCc1c[nH]c2ccc(O)cc12, [Na+], [Na+], O=C([O-])[O-], C1CCOC1, O. Product: CCC(=O)NCCc1c[nH]c2ccc(O)cc12. Reaction SMILES: [C:26]([O:27][C:28](=[O:29])[CH2:30][CH3:31])(=[O:32])[CH2:33][CH3:34].[ClH:14].[NH2:1][CH2:2][CH2:3][c:4]1[cH:5][nH:6][c:7]2[cH:8][cH:9][c:10]([OH:11])[cH:12][c:13]12.[Na+:20].[Na+:21].[O-:22][C:23](=[O:24])[O-:25].[O:15]1[CH2:16][CH2:17][CH2:18][CH2:19]1.[OH2:35]>>[NH:1]([CH2:2][CH2:3][c:4]1[cH:5][nH:6][c:7]2[cH:8][cH:9][c:10]([OH:11])[cH:12][c:13]12)[C:16](=[O:15])[CH2:17][CH3:18].